From a dataset of the Open Reaction Database (ORD), a public repository of structured organic reaction records. describe an organic reaction: reactants, conditions, products, and yield The reactants are CO, CCOC(C)=O, [Cl-], COc1cc2c(Cl)ncnc2cc1OCC1CCN(C)CC1, Oc1ccc2nc(Cl)[nH]c2c1, ClCCl, [H-], [NH4+], [Na+], CN(C)C=O. The product is COc1cc2c(Oc3ccc4nc(Cl)[nH]c4c3)ncnc2cc1OCC1CCN(C)CC1. Reaction SMILES: [CH3:43][OH:44].[CH3:48][CH2:49][O:50][C:51](=[O:52])[CH3:53].[Cl-:36].[Cl:14][c:15]1[n:16][cH:17][n:18][c:19]2[cH:20][c:21]([O:27][CH2:28][CH:29]3[CH2:30][CH2:31][N:32]([CH3:35])[CH2:33][CH2:34]3)[c:22]([O:25][CH3:26])[cH:23][c:24]12.[Cl:1][c:2]1[nH:3][c:4]2[c:5]([n:6]1)[cH:7][cH:8][c:9]([OH:11])[cH:10]2.[Cl:45][CH2:46][Cl:47].[H-:12].[NH4+:37].[Na+:13].[O:38]=[CH:39][N:40]([CH3:41])[CH3:42]>>[Cl:1][c:2]1[nH:3][c:4]2[c:5]([n:6]1)[cH:7][cH:8][c:9]([O:11][c:15]1[n:16][cH:17][n:18][c:19]3[cH:20][c:21]([O:27][CH2:28][CH:29]4[CH2:30][CH2:31][N:32]([CH3:35])[CH2:33][CH2:34]4)[c:22]([O:25][CH3:26])[cH:23][c:24]13)[cH:10]2.